This data is from the Open Reaction Database (ORD), a public repository of structured organic reaction records. The task is: describe an organic reaction: reactants, conditions, products, and yield The reactants are COC(CC[C@@H](C)[C@H]1CC[C@H]2C3=CC=C4C([C@H](CC[C@]4(C)[C@H]3CC[C@]12C)O[Si](C)(C)C(C)(C)C)(C)C)=O (3β-tert-Butyldimethylsilyloxy-4,4-dimethylchola-5,7-dien-24-oic acid methyl ester), O.[F-].C(CCC)[N+](CCCC)(CCCC)CCCC (tetra-butylammoniumfluoride hydrate). The solvent is C1CCOC1 (THF). Run at time 4 day. Product: COC(CC[C@@H](C)[C@H]1CC[C@H]2C3=CC=C4C([C@H](CC[C@]4(C)[C@H]3CC[C@]12C)O)(C)C)=O (3β-Hydroxy-4,4-dimethylchola-5,7-dien-24-oic Acid Methyl Ester). Isolated yield 49.7%. As a reaction SMILES: [CH3:1][O:2][C:3](=[O:37])[CH2:4][CH2:5][C@H:6]([C@@H:8]1[C@:25]2([CH3:26])[C@H:11]([C:12]3[C@H:22]([CH2:23][CH2:24]2)[C@:20]2([CH3:21])[C:15]([C:16]([CH3:36])([CH3:35])[C@@H:17]([O:27][Si](C(C)(C)C)(C)C)[CH2:18][CH2:19]2)=[CH:14][CH:13]=3)[CH2:10][CH2:9]1)[CH3:7].O.[F-].C([N+](CCCC)(CCCC)CCCC)CCC>C1COCC1>[CH3:1][O:2][C:3](=[O:37])[CH2:4][CH2:5][C@H:6]([C@@H:8]1[C@:25]2([CH3:26])[C@H:11]([C:12]3[C@H:22]([CH2:23][CH2:24]2)[C@:20]2([CH3:21])[C:15]([C:16]([CH3:36])([CH3:35])[C@@H:17]([OH:27])[CH2:18][CH2:19]2)=[CH:14][CH:13]=3)[CH2:10][CH2:9]1)[CH3:7] |f:1.2.3|. Procedure details: 3β-tert-Butyldimethylsilyloxy-4,4-dimethylchola-5,7-dien-24-oic acid methyl ester (0.50 g) is dissolved in 5 ml of dry THF and 0.48 g of tetra-butylammoniumfluoride hydrate and 0.4 g of pulverised molecular sieve is added and the mixture is stirred for 4 days. After column chromatography and crystallization from methanol/water and methanol, the title compound (195 mg) is isolated. Melting point: 124-128° C. 1H-NMR (CDCl3, 400 MHz): δ=5.91 (1H, m); 5.53 (1H, m); 3.67 (3H, s). 3.4 (1H, m). MS: Cal... The reactants are C(CCC)[Sn](CCCC)(CCCC)[Li] (tri-n-butylstannyl lithium), ClC1=NC=CC=N1 (2-chloropyrimidine). The product is C(CCC)[Sn](C1=NC=CC=N1)(CCCC)CCCC (2-(tributylstannyl)pyrimidine). As a reaction SMILES: [CH2:1]([Sn:5]([Li])([CH2:10][CH2:11][CH2:12][CH3:13])[CH2:6][CH2:7][CH2:8][CH3:9])[CH2:2][CH2:3][CH3:4].Cl[C:16]1[N:21]=[CH:20][CH:19]=[CH:18][N:17]=1>>[CH2:1]([Sn:5]([CH2:10][CH2:11][CH2:12][CH3:13])([CH2:6][CH2:7][CH2:8][CH3:9])[C:16]1[N:21]=[CH:20][CH:19]=[CH:18][N:17]=1)[CH2:2][CH2:3][CH3:4]. Procedure details: Reaction of tri-n-butylstannyl lithium with 2-chloropyrimidine affords 2-(tributylstannyl)pyrimidine which can be condensed the an acid chloride such as 5 under palladium catalysis to afford these desired ketones. The reactants are BrC=1C=CC(=C(C=O)C1)OC (5-bromo-2-methoxybenzaldehyde), C(CCO)O (1,3-propanediol). The reagents and catalysts are C1(=CC=C(C=C1)S(=O)(=O)O)C (4-toluenesulphonic acid). Run in C1(=CC=CC=C1)C (toluene). The product is BrC=1C=CC(=C(C1)C1OCCCO1)OC (2-(5-Bromo-2-methoxyphenyl)-1,3-dioxane). Isolated yield 99.7%. Reaction SMILES: [Br:1][C:2]1[CH:3]=[CH:4][C:5]([O:10][CH3:11])=[C:6]([CH:9]=1)[CH:7]=[O:8].[CH2:12](O)[CH2:13][CH2:14][OH:15]>C1(C)C=CC=CC=1.C1(C)C=CC(S(O)(=O)=O)=CC=1>[Br:1][C:2]1[CH:3]=[CH:4][C:5]([O:10][CH3:11])=[C:6]([CH:7]2[O:15][CH2:14][CH2:13][CH2:12][O:8]2)[CH:9]=1. Procedure: A mixture of 5-bromo-2-methoxybenzaldehyde (52.3 g, 243 mmol), 1,3-propanediol (30 ml, 31.6 g, 415 mmol), and 4-toluenesulphonic acid (0.3 g) in toluene (350 ml) was heated to reflux in a Dean-Stark apparatus for 20 h. The mixture was cooled to RT, washed with saturated NaHCO3 solution (100 ml), then the organic layer was separated and combined with a CH2Cl2 solution (100 ml). The extract was washed (brine; 50 ml), dried (Na2SO4), and concentrated in vacuo to give a brown oil (66.2 g). The crude... Starting materials: C1OC2=CC3=C(OCC4=C(C3=O)C=C(C=C4)C#N)C=C2O1 (6,11-dihydro-2,3-methylenedioxy-11-oxodibenz[b,e]-oxepin-9-carbonitrile), Cl (hydrochloric acid), C(C)(=O)O (acetic acid). Product: C1OC2=CC3=C(OCC4=C(C3=O)C=C(C=C4)C(=O)O)C=C2O1 (6,11-Dihydro-2,3-methylenedioxy-11-oxodibenz[b,e]oxepin-9-carboxylic Acid). RXN SMILES: [CH2:1]1[O:21][C:20]2[C:3](=[CH:4][C:5]3[C:11](=[O:12])[C:10]4[CH:13]=C(C#N)[CH:15]=[CH:16][C:9]=4[CH2:8][O:7][C:6]=3[CH:19]=2)[O:2]1.Cl.[C:23]([OH:26])(=[O:25])[CH3:24]>>[CH2:1]1[O:21][C:20]2[C:3](=[CH:4][C:5]3[C:11](=[O:12])[C:10]4[CH:13]=[C:24]([C:23]([OH:26])=[O:25])[CH:15]=[CH:16][C:9]=4[CH2:8][O:7][C:6]=3[CH:19]=2)[O:2]1. Procedure: Heat a mixture of 4.98 gm. (0.0178 mole) of 6,11-dihydro-2,3-methylenedioxy-11-oxodibenz[b,e]-oxepin-9-carbonitrile, 90 ml. of acetic acid, 9 ml. of concentrated hydrochloric acid under reflux of 74 hours. Cool the reaction mixture and separate the solids by filtration and dry (yield 3.45 gm.). Suspend the solids in water and treat with N-methylpiperazine. Remove base insolubles by filtration and acidify the filtrate with concentrated hydrochloric acid to the Congo Red end point. Separate the so... The reactants are COc1ccccc1Oc1c(NS(=O)(=O)c2ccc(C)cn2)nc(-c2ccncc2)nc1OCC#CCO, CN(C)c1ccncc1, CCOC(C)=O, ClC(Cl)Cl, CN(C)C=O, O=C=Nc1ccccc1. The product is COc1ccccc1Oc1c(NS(=O)(=O)c2ccc(C)cn2)nc(-c2ccncc2)nc1OCC#CCOC(=O)Nc1ccccc1. RXN SMILES: [CH3:1][c:2]1[cH:3][cH:4][c:5]([S:8](=[O:9])(=[O:10])[NH:11][c:12]2[n:13][c:14](-[c:33]3[cH:34][cH:35][n:36][cH:37][cH:38]3)[n:15][c:16]([O:27][CH2:28][C:29]#[C:30][CH2:31][OH:32])[c:17]2[O:18][c:19]2[c:20]([O:25][CH3:26])[cH:21][cH:22][cH:23][cH:24]2)[n:6][cH:7]1.[CH3:53][N:54]([c:55]1[cH:56][cH:57][n:58][cH:59][cH:60]1)[CH3:61].[CH3:66][CH2:67][O:68][C:69](=[O:70])[CH3:71].[CH:62]([Cl:63])([Cl:64])[Cl:65].[O:48]=[CH:49][N:50]([CH3:51])[CH3:52].[c:39]1([N:45]=[C:46]=[O:47])[cH:40][cH:41][cH:42][cH:43][cH:44]1>>[CH3:1][c:2]1[cH:3][cH:4][c:5]([S:8](=[O:9])(=[O:10])[NH:11][c:12]2[n:13][c:14](-[c:33]3[cH:34][cH:35][n:36][cH:37][cH:38]3)[n:15][c:16]([O:27][CH2:28][C:29]#[C:30][CH2:31][O:32][C:46]([NH:45][c:39]3[cH:40][cH:41][cH:42][cH:43][cH:44]3)=[O:47])[c:17]2[O:18][c:19]2[c:20]([O:25][CH3:26])[cH:21][cH:22][cH:23][cH:24]2)[n:6][cH:7]1. Starting materials: O=C(Cl)c1ccccc1, Cc1n[nH]c(-c2ccccc2)c1N, c1ccncc1. Reaction SMILES: [C:14]([c:15]1[cH:16][cH:17][cH:18][cH:19][cH:20]1)(=[O:21])[Cl:22].[CH3:1][c:2]1[n:3][nH:4][c:5](-[c:8]2[cH:9][cH:10][cH:11][cH:12][cH:13]2)[c:6]1[NH2:7].[cH:23]1[cH:24][cH:25][n:26][cH:27][cH:28]1>>[CH3:1][c:2]1[n:3][nH:4][c:5](-[c:8]2[cH:9][cH:10][cH:11][cH:12][cH:13]2)[c:6]1[NH:7][C:14]([c:15]1[cH:16][cH:17][cH:18][cH:19][cH:20]1)=[O:21]. Product: Cc1n[nH]c(-c2ccccc2)c1NC(=O)c1ccccc1. Reactants: C(C1=CC=CC=C1)NC(=O)[C@H]1OC(OC1)(C)C ((S)-N-benzyl-2,2-dimethyl-1,3-dioxolane-4-carboxamide). Solvent: C(C)(=O)O (acetic acid). Product: C(C1=CC=CC=C1)NC([C@H](CO)O)=O ((S)-N-benzyl-2,3-dihydroxypropionamide), desired product. Isolated yield 78.0%. As a reaction SMILES: [CH2:1]([NH:8][C:9]([C@@H:11]1[CH2:15][O:14]C(C)(C)[O:12]1)=[O:10])[C:2]1[CH:7]=[CH:6][CH:5]=[CH:4][CH:3]=1>C(O)(=O)C>[CH2:1]([NH:8][C:9](=[O:10])[C@@H:11]([OH:12])[CH2:15][OH:14])[C:2]1[CH:7]=[CH:6][CH:5]=[CH:4][CH:3]=1. Procedure: (S)-N-benzyl-2,3-dihydroxypropionamide was prepared in the following manner: (S)-N-benzyl-2,2-dimethyl-1,3-dioxolane-4-carboxamide (3.49 g, 14.8 mmol) in a 50% aqueous acetic acid solution (86 mL) was heated at reflux (30 min). The solvent was evaporated in vacuo, and the resulting residue was purified by silica gel column chromatography (10% MeOH-CHCl3) to obtain the desired product as a white solid (2.26 g, 78%); mp 83°-84° C.; Rf 0.35 (10% MeOH-CHCl3); [α]23D=-35.1° (c=0.10, MeOH); IR (KBr) 3...